This data is from the Open Reaction Database (ORD), a public repository of structured organic reaction records. The task is: describe an organic reaction: reactants, conditions, products, and yield As a reaction SMILES: [NH2:1][CH2:2][C@H:3]1[CH2:7][N:6]([CH2:8][CH2:9][C:10]2[C:19]3[C:14](=[CH:15][CH:16]=[C:17]([O:20][CH3:21])[N:18]=3)[N:13]=[CH:12][C:11]=2[F:22])[CH2:5][C@H:4]1[OH:23].[O:24]=[C:25]1[CH2:30][O:29][C:28]2[CH:31]=[CH:32][C:33]([C:35](O)=[O:36])=[N:34][C:27]=2[NH:26]1.C(Cl)CCl.C1C=CC2N(O)N=NC=2C=1>C(Cl)Cl.CN(C=O)C>[F:22][C:11]1[CH:12]=[N:13][C:14]2[C:19]([C:10]=1[CH2:9][CH2:8][N:6]1[CH2:5][C@@H:4]([OH:23])[C@@H:3]([CH2:2][NH:1][C:35]([C:33]3[CH:32]=[CH:31][C:28]4[O:29][CH2:30][C:25](=[O:24])[NH:26][C:27]=4[N:34]=3)=[O:36])[CH2:7]1)=[N:18][C:17]([O:20][CH3:21])=[CH:16][CH:15]=2 |f:4.5|. Yield: 36.4%. The solvent is C(Cl)Cl.CN(C)C=O (DCM DMF). Procedure: To a solution of (3S,4S)-4-(aminomethyl)-1-{2-[3-fluoro-6-(methyloxy)-1,5-naphthyridin-4-yl]ethyl}-3-pyrrolidinol (230 mg, 0.719 mmol) in DCM-DMF (6:1, 7 mL) at 25° C. were added 3-oxo-3,4-dihydro-2H-pyrido[3,2-b][1,4]oxazine-6-carboxylic acid (140 mg, 0.719 mmol), EDC (134 mg, 0.836 mmol) and HOBT (117 mg, 0.863 mmol). After 12 h, the solution was concentrated and purified by column chromatography (silica, 2-3% MeOH in DCM (1% NH OH)) yielding the title compound (130 mg, 36%) as a yellow foam: ... The reactants are NC[C@@H]1[C@@H](CN(C1)CCC1=C(C=NC2=CC=C(N=C12)OC)F)O ((3S,4S)-4-(aminomethyl)-1-{2-[3-fluoro-6-(methyloxy)-1,5-naphthyridin-4-yl]ethyl}-3-pyrrolidinol), O=C1NC2=C(OC1)C=CC(=N2)C(=O)O (3-oxo-3,4-dihydro-2H-pyrido[3,2-b][1,4]oxazine-6-carboxylic acid), C(CCl)Cl (EDC), C=1C=CC2=C(C1)N=NN2O (HOBT). Yields the product FC=1C=NC2=CC=C(N=C2C1CCN1C[C@@H]([C@@H](C1)O)CNC(=O)C=1C=CC=2OCC(NC2N1)=O)OC (N-[((3S,4S)-1-{2-[3-fluoro-6-(methyloxy)-1,5-naphthyridin-4-yl]ethyl}-4-hydroxy-3-pyrrolidinyl)methyl]-3-oxo-3,4-dihydro-2H-pyrido[3,2-b][1,4]oxazine-6-carboxamide). Run at time 12 hour. Starting materials: COC(C(CC1CC(CC1)F)C1=CC(=C(C=C1)Cl)Cl)=O (2-(3,4-dichloro-phenyl)-3-(3-fluoro-cyclopentyl)-propionic acid methyl ester), NC=1SC=CN1 (2-aminothiazole), C[O-].[Mg+2].C[O-] (magnesium methoxide), CO (methanol). Run at temperature 110 celsius. Yields the product hexanes ethyl acetate, ClC=1C=C(C=CC1Cl)C(C(=O)NC=1SC=CN1)CC1CC(CC1)F (2-(3,4-dichloro-phenyl)-3-(3-fluoro-cyclopentyl)-N-thiazol-2-yl-propionamide). Isolated yield 2.5%. Reaction SMILES: CO[C:3](=[O:20])[CH:4]([C:12]1[CH:17]=[CH:16][C:15]([Cl:18])=[C:14]([Cl:19])[CH:13]=1)[CH2:5][CH:6]1[CH2:10][CH2:9][CH:8]([F:11])[CH2:7]1.[NH2:21][C:22]1[S:23][CH:24]=[CH:25][N:26]=1.C[O-].[Mg+2].C[O-].CO>>[Cl:19][C:14]1[CH:13]=[C:12]([CH:4]([CH2:5][CH:6]2[CH2:10][CH2:9][CH:8]([F:11])[CH2:7]2)[C:3]([NH:21][C:22]2[S:23][CH:24]=[CH:25][N:26]=2)=[O:20])[CH:17]=[CH:16][C:15]=1[Cl:18] |f:2.3.4|. Procedure: A mixture of 2-(3,4-dichloro-phenyl)-3-(3-fluoro-cyclopentyl)-propionic acid methyl ester (70 mg, 0.24 mmol) and 2-aminothiazole (26.3 mg, 0.26 mmol) in a solution of magnesium methoxide in methanol (7.4 wt. % , 0.63 mL, 0.43 mmol) was heated to 110° C. for 18 h. At this time, the reaction mixture was cooled to 25° C. and then concentrated in vacuo. Flash chromatography (Merck Silica gel 60, 230-400 mesh, 70/30 hexanes/ethyl acetate) afforded 2-(3,4-dichloro-phenyl)-3-(3-fluoro-cyclopentyl)-N-th... The reactants are 3,4-dialkoxy benzoic acid, anhydride, NC1=CC=C(C(=O)OC)C=C1 (methyl 4-aminobenzoate), anhydride, ClC(=O)OCC (ethyl chloroformate), COC(CC1=CC=C(C=C1)N)=O (4-aminophenyl acetic acid methylester). Product: C(C1=CC=CC=C1)(=O)N (benzamide). As a reaction SMILES: ClC(OCC)=O.N[C:8]1[CH:17]=[CH:16][C:11]([C:12](OC)=[O:13])=[CH:10][CH:9]=1.COC(=O)CC1C=CC([NH2:28])=CC=1>>[C:12]([NH2:28])(=[O:13])[C:11]1[CH:16]=[CH:17][CH:8]=[CH:9][CH:10]=1. Reported procedure: Converting 3,4-dialkoxy benzoic acid to anhydride by adding ethyl chloroformate thereto, and reacting the anhydride with methyl 4-aminobenzoate or 4-aminophenyl acetic acid methylester, to produce a benzamide compound; Starting materials: O=C([O-])[O-], CC(c1ccccc1)N1CCOC(C(OS(C)(=O)=O)c2ccccc2)C1, FC(F)(F)c1ccccc1S, [K+], [K+]. The product is CC(c1ccccc1)N1CCOC(C(Sc2ccccc2C(F)(F)F)c2ccccc2)C1. As a reaction SMILES: [C:27](=[O:28])([O-:29])[O-:30].[CH3:1][S:2]([O:3][CH:6]([CH:7]1[O:8][CH2:9][CH2:10][N:11]([CH:13]([CH3:14])[c:15]2[cH:16][cH:17][cH:18][cH:19][cH:20]2)[CH2:12]1)[c:21]1[cH:22][cH:23][cH:24][cH:25][cH:26]1)(=[O:4])=[O:5].[F:33][C:34]([c:35]1[c:36]([SH:41])[cH:37][cH:38][cH:39][cH:40]1)([F:42])[F:43].[K+:31].[K+:32]>>[CH:6]([CH:7]1[O:8][CH2:9][CH2:10][N:11]([CH:13]([CH3:14])[c:15]2[cH:16][cH:17][cH:18][cH:19][cH:20]2)[CH2:12]1)([c:21]1[cH:22][cH:23][cH:24][cH:25][cH:26]1)[S:41][c:36]1[c:35]([C:34]([F:33])([F:42])[F:43])[cH:40][cH:39][cH:38][cH:37]1. RXN SMILES: [C:1]([O:2][C:3](=[O:4])[N:8]1[CH2:9][CH:10]([CH2:14][n:15]2[cH:16][c:17]([C:27](=[O:28])[O:29][CH2:30][CH3:31])[c:18](=[O:26])[c:19]3[cH:20][c:21]([I:25])[cH:22][cH:23][c:24]23)[CH2:11][CH2:12][CH2:13]1)([CH3:5])([CH3:6])[CH3:7].[Cl:33][CH2:34][Cl:35].[ClH:32]>>[NH:8]1[CH2:9][CH:10]([CH2:14][n:15]2[cH:16][c:17]([C:27](=[O:28])[O:29][CH2:30][CH3:31])[c:18](=[O:26])[c:19]3[cH:20][c:21]([I:25])[cH:22][cH:23][c:24]23)[CH2:11][CH2:12][CH2:13]1. Starting materials: CCOC(=O)c1cn(CC2CCCN(C(=O)OC(C)(C)C)C2)c2ccc(I)cc2c1=O, ClCCl, Cl. The product is CCOC(=O)c1cn(CC2CCCNC2)c2ccc(I)cc2c1=O.